Dataset: the Open Reaction Database (ORD), a public repository of structured organic reaction records. Task: describe an organic reaction: reactants, conditions, products, and yield The reactants are C(=O)(O)CCC=1C(=C(NC1C=C1C(NC2=CC(=CC=C12)Cl)=O)C(=O)O)C (4-(2-carboxyethyl)-3-methyl-5-(6-chloro-2-oxo-1,2-dihydro-indol-3-ylidenemethyl)-1H-pyrrole-2-carboxylic acid), Cl (hydrochloric acid), [OH-].[K+] (potassium hydroxide), O (water). Solvent: C(CO)O (ethylene glycol). Reaction conditions: temperature 90 celsius, time 2 hour. The product is ClC1=CC=C2C(C(NC2=C1)=O)=CC=1NC=C(C1CCC(=O)O)C (3-[2-(6-chloro-2-oxo-1,2-dihydroindol-3-ylidenemethyl)-4-methyl-1H-pyrrol-3-yl]-propionic acid). Yield: 21.2%. Reaction SMILES: [C:1]([CH2:4][CH2:5][C:6]1[C:7]([CH3:26])=[C:8](C(O)=O)[NH:9][C:10]=1[CH:11]=[C:12]1[C:20]2[C:15](=[CH:16][C:17]([Cl:21])=[CH:18][CH:19]=2)[NH:14][C:13]1=[O:22])([OH:3])=[O:2].[OH-].[K+].O.Cl>C(O)CO>[Cl:21][C:17]1[CH:16]=[C:15]2[C:20]([C:12](=[CH:11][C:10]3[NH:9][CH:8]=[C:7]([CH3:26])[C:6]=3[CH2:5][CH2:4][C:1]([OH:3])=[O:2])[C:13](=[O:22])[NH:14]2)=[CH:19][CH:18]=1 |f:1.2|. Procedure: 4-(2-carboxyethyl)-3-methyl-5-(6-chloro-2-oxo-1,2-dihydro-indol-3-ylidenemethyl)-1H-pyrrole-2-carboxylic acid (240 mg) suspended in ethylene glycol (5 mL) was held in a sealed tube in a pre-heated oil bath at 200° C. for 2 hours. The reaction mixture was cooled to 90° C. and potassium hydroxide (2 pellets) was added. It was then stirred at 90° C. for 30 minutes. The reaction mixture was cooled, poured into water, and acidified with 2 N hydrochloric acid to pH 2. The precipitate was filtered, was... The reactants are C(C1=CC=CC=C1)N1C(=C(C2=CC(=CC=C12)C(=O)OCC)C)C (ethyl 1-benzyl-2,3-dimethyl-1H-indole-5-carboxylate), C(C)[SiH](CC)CC (triethylsilane). The solvent is FC(C(=O)O)(F)F (trifluoroacetic acid). Reaction conditions: temperature 50 celsius, time 3 hour. The product is C(C1=CC=CC=C1)N1C(C(C2=CC(=CC=C12)C(=O)OCC)C)C (ethyl 1-benzyl-2,3-dimethylindoline-5-carboxylate). RXN SMILES: [CH2:1]([N:8]1[C:16]2[C:11](=[CH:12][C:13]([C:17]([O:19][CH2:20][CH3:21])=[O:18])=[CH:14][CH:15]=2)[C:10]([CH3:22])=[C:9]1[CH3:23])[C:2]1[CH:7]=[CH:6][CH:5]=[CH:4][CH:3]=1.C([SiH](CC)CC)C>FC(F)(F)C(O)=O>[CH2:1]([N:8]1[C:16]2[C:11](=[CH:12][C:13]([C:17]([O:19][CH2:20][CH3:21])=[O:18])=[CH:14][CH:15]=2)[CH:10]([CH3:22])[CH:9]1[CH3:23])[C:2]1[CH:3]=[CH:4][CH:5]=[CH:6][CH:7]=1. Procedure details: A 460 mg portion of ethyl 1-benzyl-2,3-dimethyl-1H-indole-5-carboxylate was dissolved in 15 ml of trifluoroacetic acid, and 1.19 ml of triethylsilane was added at room temperature, followed by stirring at 50° C. for 3 hours. After evaporation of the solvent, ethyl acetate was added, followed by washing with a 1 M sodium hydroxide aqueous solution and saturated brine and subsequent drying over anhydrous sodium sulfate. After evaporation of the solvent, the residue was purified by silica gel colum... Starting materials: amine, NC1NC(=CC(N1)=O)N (2,6-diamino-1,2-dihydro[3H]pyrimidin-4-one), ClCC=O (chloroacetaldehyde), C(C1=CC=CC=C1)Br (benzyl bromide), P(=O)(Cl)(Cl)Cl (phosphorus oxychloride). The product is C(C1=CC=CC=C1)N1C=CC2=C1N=C(N=C2Cl)N (7-benzyl-4-chloro-7H-pyrrolo[2,3-d]pyrimidin-2-amine). RXN SMILES: [NH2:1][CH:2]1[NH:7][C:6](=O)[CH:5]=[C:4]([NH2:9])[NH:3]1.Cl[CH2:11][CH:12]=O.P(Cl)(Cl)([Cl:16])=O.[CH2:19](Br)[C:20]1[CH:25]=[CH:24][CH:23]=[CH:22][CH:21]=1>>[CH2:19]([N:9]1[C:4]2[N:3]=[C:2]([NH2:1])[N:7]=[C:6]([Cl:16])[C:5]=2[CH:12]=[CH:11]1)[C:20]1[CH:25]=[CH:24][CH:23]=[CH:22][CH:21]=1. Procedure details: In some embodiments, condensation of 2,6-diamino-1,2-dihydro[3H]pyrimidin-4-one with chloroacetaldehyde, followed by treatment with phosphorus oxychloride and amine protection with benzyl bromide provides 7-benzyl-4-chloro-7H-pyrrolo[2,3-d]pyrimidin-2-amine. In some embodiments, this is coupled with optionally substituted (R1, R2, R3, R4) para-bromo phenol or thiol (T=O, S) or para-bromoaniline (T=NH). In some embodiments, conversion of amine to fluoro is achieved by treatment with HF-pyridine, ... The reactants are O1N=C(C=C1)C1=NN=C2N1N=C(C1=CC=CC=C21)OCC(F)(F)F (3-isoxazol-3-yl-6-(2,2,2-trifluoroethoxy)-[1,2,4]triazolo[3,4-α]phthalazine), A-9850385, CN(CCN1N=CN=C1CO)C ([2-(2-Dimethylaminoethyl)-2H-[1,2,4]triazol-3-yl]methanol). Yields the product O1N=C(C=C1)C1=NN=C2N1N=C(C1=CC=CC=C21)OCC2=NC=NN2CCN(C)C ({2-[5-(3-Isoxazol-3-yl-[1,2,4]triazolo[3,4-α]phthalazin-6-yloxymethyl)-[1,2,4]triazol-1-yl]ethyl}dimethylamine). RXN SMILES: [O:1]1[CH:5]=[CH:4][C:3]([C:6]2[N:10]3[N:11]=[C:12]([O:19][CH2:20][C:21](F)(F)F)[C:13]4[C:18]([C:9]3=[N:8][N:7]=2)=[CH:17][CH:16]=[CH:15][CH:14]=4)=[N:2]1.[CH3:25][N:26]([CH3:36])[CH2:27][CH2:28][N:29]1C(CO)=[N:32][CH:31]=[N:30]1>>[O:1]1[CH:5]=[CH:4][C:3]([C:6]2[N:10]3[N:11]=[C:12]([O:19][CH2:20][C:21]4[N:29]([CH2:28][CH2:27][N:26]([CH3:36])[CH3:25])[N:30]=[CH:31][N:32]=4)[C:13]4[C:18]([C:9]3=[N:8][N:7]=2)=[CH:17][CH:16]=[CH:15][CH:14]=4)=[N:2]1. Procedure: The reaction was carried out using the procedure described in Example 1, Step 4, using 3-isoxazol-3-yl-6-(2,2,2-trifluoroethoxy)-[1,2,4]triazolo[3,4-α]phthalazine (WO-A-9850385) (100 mg, 0.29 mmol) instead of 6-chloro-3-(5-methylisoxazol-3-yl)-[1,2,4]triazolo[3,4-α]phthalazine with [2-(2-dimethylaminoethyl)-2H-[1,2,4]triazol-3-yl]methanol (Example 4, Step 2) (51 mg, 0.29 mmol). Crude residue was purified on silica eluting 2-6% MeOH/DCM, followed by crashing out from DCM using isohexane. The titl... Starting materials: CN(CCNC1=CC=C(C=C1)[N+](=O)[O-])C (4-(2-dimethylamino-ethylamino)-nitrobenzene), C(CC)(=O)Cl (propionylchloride). The product is C(CC)(=O)N(CCN(C)C)C1=CC=C(C=C1)[N+](=O)[O-] (4-[N-propionyl-N-(2-dimethylaminoethyl)-amino]-nitrobenzene). As a reaction SMILES: [CH3:1][N:2]([CH3:15])[CH2:3][CH2:4][NH:5][C:6]1[CH:11]=[CH:10][C:9]([N+:12]([O-:14])=[O:13])=[CH:8][CH:7]=1.[C:16](Cl)(=[O:19])[CH2:17][CH3:18]>>[C:16]([N:5]([C:6]1[CH:11]=[CH:10][C:9]([N+:12]([O-:14])=[O:13])=[CH:8][CH:7]=1)[CH2:4][CH2:3][N:2]([CH3:15])[CH3:1])(=[O:19])[CH2:17][CH3:18]. Procedure: Prepared from 4-(2-dimethylamino-ethylamino)-nitrobenzene and propionylchloride Reactants: aqueous solution, Cl (HCl), CC=1N=C(SC1C1=CC(=NC=C1)C1(CC1)C)NC(C)=O (N-{4-methyl-5-[2-(1-methyl-cyclopropyl)-pyridin-4-yl]-thiazol-2-yl}-acetamide). Yields the product CC=1N=C(SC1C1=CC(=NC=C1)C1(CC1)C)N (4-Methyl-5-[2-(1-methyl-cyclopropyl)-pyridin-4-yl]-thiazol-2-ylamine). The solvent is CCO (EtOH). The yield is 21.3%. Reported procedure: A mixture of N-{4-methyl-5-[2-(1-methyl-cyclopropyl)-pyridin-4-yl]-thiazol-2-yl}-acetamide (Step 401.3) (565 mg, 7 mmol), a 6N aqueous solution of HCl (3 mL) and EtOH (15 mL) is stirred for 3.5 h at 85° C., allowed to cool, quenched by addition of a saturated solution of NaHCO3 and extracted with DCM. The organic phase is washed with a saturated solution of NaHCO3, dried (Na2SO4), filtered and concentrated. The residue is purified by silica gel column chromatography (DCM/MeOH, 1:0→98:2) to affor... As a reaction SMILES: [CH3:1][C:2]1[N:3]=[C:4]([NH:17]C(=O)C)[S:5][C:6]=1[C:7]1[CH:12]=[CH:11][N:10]=[C:9]([C:13]2([CH3:16])[CH2:15][CH2:14]2)[CH:8]=1.Cl>CCO>[CH3:1][C:2]1[N:3]=[C:4]([NH2:17])[S:5][C:6]=1[C:7]1[CH:12]=[CH:11][N:10]=[C:9]([C:13]2([CH3:16])[CH2:15][CH2:14]2)[CH:8]=1.